Dataset: the Open Reaction Database (ORD), a public repository of structured organic reaction records. Task: describe an organic reaction: reactants, conditions, products, and yield Run at temperature 50 celsius, time 6 hour. Yields the product BrC=1C=CC2=C(C=C(CCCN2CC2=CC=C(C=C2)OC)C(=O)OC)C1 (methyl 8-bromo-1-(4-methoxybenzyl)-1,2,3,4-terahydro-1-benzoazocine-5-carboxylate). Procedure details: To a solution of methyl 5-((4-bromo-2-formylphenyl) (4-methoxybenzyl)amino)pentanoate (45.7 g) in dimethyl carbonate (900 ml) was added a methanol solution of sodium methoxide (28%, 26.4 g) and then the mixture was stirred at 50° C. under nitrogen atmosphere for 6 hours. The resultant was cooled to 0° C., followed by addition of water, neutralized with 1N hydrochloric acid, and extracted with ethyl acetate. The organic layer was washed with saturated brine, and dried with magnesium sulfate. The ... The solvent is C(OC)(OC)=O (dimethyl carbonate), O (water). The yield is 73.5%. Starting materials: BrC1=CC(=C(C=C1)N(CCCCC(=O)OC)CC1=CC=C(C=C1)OC)C=O (methyl 5-((4-bromo-2-formylphenyl) (4-methoxybenzyl)amino)pentanoate), CO (methanol), C[O-].[Na+] (sodium methoxide), Cl (hydrochloric acid). As a reaction SMILES: [Br:1][C:2]1[CH:7]=[CH:6][C:5]([N:8]([CH2:17][C:18]2[CH:23]=[CH:22][C:21]([O:24][CH3:25])=[CH:20][CH:19]=2)[CH2:9][CH2:10][CH2:11][CH2:12][C:13]([O:15][CH3:16])=[O:14])=[C:4]([CH:26]=O)[CH:3]=1.CO.C[O-].[Na+].Cl>C(=O)(OC)OC.O>[Br:1][C:2]1[CH:7]=[CH:6][C:5]2[N:8]([CH2:17][C:18]3[CH:19]=[CH:20][C:21]([O:24][CH3:25])=[CH:22][CH:23]=3)[CH2:9][CH2:10][CH2:11][C:12]([C:13]([O:15][CH3:16])=[O:14])=[CH:26][C:4]=2[CH:3]=1 |f:2.3|. The reactants are C1CCOC1, Nc1ccc([N+](=O)[O-])c2nonc12, CC(C)CC(CN)NC(=O)c1ccc(N2CCCC2)c(OCC2CC2)n1, O. The product is CC(C)CC(CNc1ccc([N+](=O)[O-])c2nonc12)NC(=O)c1ccc(N2CCCC2)c(OCC2CC2)n1. RXN SMILES: [CH2:41]1[O:42][CH2:43][CH2:44][CH2:45]1.[N+:27](=[O:28])([O-:29])[c:30]1[cH:31][cH:32][c:33]([NH2:39])[c:34]2[c:35]1[n:36][o:37][n:38]2.[NH2:1][CH2:2][CH:3]([CH2:4][CH:5]([CH3:6])[CH3:7])[NH:8][C:9](=[O:10])[c:11]1[n:12][c:13]([O:22][CH2:23][CH:24]2[CH2:25][CH2:26]2)[c:14]([N:17]2[CH2:18][CH2:19][CH2:20][CH2:21]2)[cH:15][cH:16]1.[OH2:40]>>[NH:1]([CH2:2][CH:3]([CH2:4][CH:5]([CH3:6])[CH3:7])[NH:8][C:9](=[O:10])[c:11]1[n:12][c:13]([O:22][CH2:23][CH:24]2[CH2:25][CH2:26]2)[c:14]([N:17]2[CH2:18][CH2:19][CH2:20][CH2:21]2)[cH:15][cH:16]1)[c:33]1[cH:32][cH:31][c:30]([N+:27](=[O:28])[O-:29])[c:35]2[c:34]1[n:38][o:37][n:36]2.